From a dataset of the Open Reaction Database (ORD), a public repository of structured organic reaction records. describe an organic reaction: reactants, conditions, products, and yield Starting materials: ClC=1C=2N(C=CN1)C=C(N2)C2=CC(=CC=C2)OC (8-chloro-2-(3-methoxy-phenyl)-imidazo[1,2-a]pyrazine), BrBr (bromine). Run in C(C)(=O)O (acetic acid), C(C)(=O)O (acetic acid). The product is BrC1=C(N=C2N1C=CN=C2Cl)C2=CC(=CC=C2)OC (3-bromo-8-chloro-2-(3-methoxy-phenyl)-imidazo[1,2-a]pyrazine). RXN SMILES: [Cl:1][C:2]1[C:3]2[N:4]([CH:8]=[C:9]([C:11]3[CH:16]=[CH:15][CH:14]=[C:13]([O:17][CH3:18])[CH:12]=3)[N:10]=2)[CH:5]=[CH:6][N:7]=1.[Br:19]Br>C(O)(=O)C>[Br:19][C:8]1[N:4]2[CH:5]=[CH:6][N:7]=[C:2]([Cl:1])[C:3]2=[N:10][C:9]=1[C:11]1[CH:16]=[CH:15][CH:14]=[C:13]([O:17][CH3:18])[CH:12]=1. Procedure: To the product from example 170 in acetic acid (10 mL) was added a solution of bromine in acetic acid (0.25 mmol, 1 mL). Concentration of the reaction mixture afforded crude 3-bromo-8-chloro-2-(3-methoxy-phenyl)-imidazo[1,2-a]pyrazine. MH+ (LCMS) 338.0(m/z). The reactants are OC1=C(C=O)C(=CC(=C1)O)[N+](=O)[O-] (2,4-dihydroxy-6-nitro-benzaldehyde), CC(=CC=O)C (3-methyl-but-2-enal), N1=CC=CC=C1 (pyridine). Run at time 18 hour. Yields the product OC1=C2C=CC(OC2=CC(=C1C=O)[N+](=O)[O-])(C)C (5-hydroxy-2,2-dimethyl-7-nitro-2H-chromene-6-carbaldehyde). Reaction SMILES: [OH:1][C:2]1[CH:9]=[C:8]([OH:10])[CH:7]=[C:6]([N+:11]([O-:13])=[O:12])[C:3]=1[CH:4]=[O:5].[CH3:14][C:15]([CH3:19])=[CH:16][CH:17]=O.N1C=CC=CC=1>>[OH:1][C:2]1[C:3]([CH:4]=[O:5])=[C:6]([N+:11]([O-:13])=[O:12])[CH:7]=[C:8]2[C:9]=1[CH:17]=[CH:16][C:15]([CH3:19])([CH3:14])[O:10]2. Procedure details: A solution of 2,4-dihydroxy-6-nitro-benzaldehyde (10.61 g, 58 mmol) in Me2CO (6 mL) is added during a 5.5 h period to a stirring solution of 3-methyl-but-2-enal (4.00 g, 29 mmol) in pyridine (2.29 g, 2.34 mL, 29 mmol) at 120° C. After completion of addition heating is continued for an additional 18 h. The Me2CO is evaporated and the pyridine is removed by azeotrope distillation with toluene to afford a crude product. The crude product is purified using silica gel chromatography with 1% ethyl ace...